From a dataset of the Open Reaction Database (ORD), a public repository of structured organic reaction records. describe an organic reaction: reactants, conditions, products, and yield Starting materials: C(C)OCC (diethyl ether), N1CCCCC1 (piperidine), CC(C(=O)O)C(=O)O (methylmalonic acid), CC1([C@H]([C@H]1C=O)C(=O)OC(C)(C)C)C (tert-butyl (±)-cis-2,2-dimethyl-3-formylcyclopropanecarboxylate). Run in C(C)(=O)OCC (ethyl acetate), CCCCCC (n-hexane), N1=CC=CC=C1 (pyridine). Conditions: temperature 60 celsius, time 1 hour. The product is CC1([C@H]([C@@H]1\C=C(/C)\C(=O)O)C(=O)OC(C)(C)C)C (tert-butyl (±)-trans-2,2-dimethyl-3-{2-carboxy-(E)-1-propenyl}cyclopropanecarboxylate). The yield is 94.0%. Reaction SMILES: [CH3:1][C:2]1([CH3:14])[C@H:4]([CH:5]=O)[C@@H:3]1[C:7]([O:9][C:10]([CH3:13])([CH3:12])[CH3:11])=[O:8].N1CCCCC1.[CH3:21][CH:22](C(O)=O)[C:23]([OH:25])=[O:24].C(OCC)C>N1C=CC=CC=1.C(OCC)(=O)C.CCCCCC>[CH3:1][C:2]1([CH3:14])[C@@H:4](/[CH:5]=[C:22](/[C:23]([OH:25])=[O:24])\[CH3:21])[C@@H:3]1[C:7]([O:9][C:10]([CH3:13])([CH3:12])[CH3:11])=[O:8]. Procedure: Under a nitrogen atmosphere, 0.165 g of tert-butyl (±)-cis-2,2-dimethyl-3-formylcyclopropanecarboxylate was dissolved in 5 mL of anhydrous pyridine. Seventeen-hundredths milliliters (0.17 mL) of piperidine and 0.197 g of methylmalonic acid was then added thereto, and the resulting mixture was stirred at a temperature of 60° C. for a time period of 1 hour. After the mixture was allowed to cool to room temperature, 100 mL of diethyl ether was added to said mixture and the resulting mixture was was... Starting materials: [OH-].[Na+] (NaOH), OO (H2O2), O=C1C2(CC=CC2)CCCN1C(=O)OC(C)(C)C (tert-butyl 6-oxo-7-azaspiro[4.5]dec-2-ene-7-carboxylate). Run in C1CCOC1 (THF). Reaction conditions: time 10 minute. The product is OC1CC2(CC1)CN(CCC2)C(=O)OC(C)(C)C (tert-butyl 2-hydroxy-7-azaspiro[4.5]decane-7-carboxylate). The yield is 40.4%. As a reaction SMILES: O=[C:2]1[N:11]([C:12]([O:14][C:15]([CH3:18])([CH3:17])[CH3:16])=[O:13])[CH2:10][CH2:9][CH2:8][C:3]21[CH2:7][CH:6]=[CH:5][CH2:4]2.[OH-:19].[Na+].OO>C1COCC1>[OH:19][CH:5]1[CH2:6][CH2:7][C:3]2([CH2:8][CH2:9][CH2:10][N:11]([C:12]([O:14][C:15]([CH3:18])([CH3:17])[CH3:16])=[O:13])[CH2:2]2)[CH2:4]1 |f:1.2|. Procedure: To a solution of tert-butyl 6-oxo-7-azaspiro[4.5]dec-2-ene-7-carboxylate (0.61 g, 2.44 mmol) in anhydrous THF (5 mL) was added borane-methyl sulfide complex (10.0 M, 2.45 mL, 24.5 mmol) at 0° C. After stirring for 10 min, the reaction mixture was warmed to rt and stirred overnight, then cooled down to 0° C. and a mixture of NaOH aqueous solution (3 M, 3 mL, 9 mmol) and H2O2 (30% in water, 3 mL) was added. After stirring for 5 min, the reaction mixture was heated to reflux for 5 h, then cooled do... The reactants are C(C)(=O)NC=1SC(=C(N1)C)C1=CC=C(S1)S(=O)(=O)Cl (5-[2-(acetylamino)-4-methyl-1,3-thiazol-5-yl]thiophene-2-sulfonyl chloride), N1CCOCC1 (Morpholine), CCN(C(C)C)C(C)C (DIEA). Solvent: C(Cl)Cl (DCM). Conditions: time 1 hour. Yields the product CC=1N=C(SC1C=1SC(=CC1)S(=O)(=O)N1CCOCC1)NC(C)=O (N-{4-methyl-5-[5-(morpholin-4-ylsulfonyl)-2-thienyl]-1,3-thiazol-2-yl}acetamide). Reaction SMILES: [C:1]([NH:4][C:5]1[S:6][C:7]([C:11]2[S:15][C:14]([S:16](Cl)(=[O:18])=[O:17])=[CH:13][CH:12]=2)=[C:8]([CH3:10])[N:9]=1)(=[O:3])[CH3:2].[NH:20]1[CH2:25][CH2:24][O:23][CH2:22][CH2:21]1.CCN(C(C)C)C(C)C>C(Cl)Cl>[CH3:10][C:8]1[N:9]=[C:5]([NH:4][C:1](=[O:3])[CH3:2])[S:6][C:7]=1[C:11]1[S:15][C:14]([S:16]([N:20]2[CH2:25][CH2:24][O:23][CH2:22][CH2:21]2)(=[O:18])=[O:17])=[CH:13][CH:12]=1. Reported procedure: 5-[2-(acetylamino)-4-methyl-1,3-thiazol-5-yl]thiophene-2-sulfonyl chloride, prepared as in Step 1 of example 9 (110 mg; 0.33 mmol; 1 eq.), is dissolved in DCM (10 ml). Morpholine (0.04 ml; 0.46 mmol; 1.40 eq.) and DIEA (0.17 ml; 0.98 mmol; 3 eq.) are added. After one hour, the solvents are evaporated. The crude product is purified by preparative HPLC, affording Compound (13) is obtained as white-off solid (15 mg; 19%). 1H NMR (DMSO-d6) δ 2.15 (s, 3H), 2.46 (s, 3H), 2.96 (m, 4H), 3.67 (m, 4H), 7.... The reactants are O=C(Cl)C(=O)Cl, ClCCl, NS(=O)(=O)c1cc(C(=O)OCCCOC(=O)CCC(=O)O)c(NCc2ccco2)cc1Cl. Yields the product NS(=O)(=O)c1cc(C(=O)OCCCOC(=O)CCC(=O)Cl)c(NCc2ccco2)cc1Cl. As a reaction SMILES: [Cl:1][C:2](=[O:3])[C:4]([Cl:5])=[O:6].[Cl:39][CH2:40][Cl:41].[NH2:7][S:8](=[O:9])(=[O:10])[c:11]1[c:12]([Cl:38])[cH:13][c:14]([NH:31][CH2:32][c:33]2[o:34][cH:35][cH:36][cH:37]2)[c:15]([C:16](=[O:17])[O:18][CH2:19][CH2:20][CH2:21][O:22][C:23]([CH2:24][CH2:25][C:26]([OH:27])=[O:28])=[O:29])[cH:30]1>>[Cl:1][C:2](=[O:3])[CH2:4][CH2:24][C:23]([O:22][CH2:21][CH2:20][CH2:19][O:18][C:16]([c:15]1[c:14]([NH:31][CH2:32][c:33]2[o:34][cH:35][cH:36][cH:37]2)[cH:13][c:12]([Cl:38])[c:11]([S:8]([NH2:7])(=[O:9])=[O:10])[cH:30]1)=[O:17])=[O:29]. Starting materials: FC1=CC=C(C=C1)N1CCN(CC1)CCCC1S(C2=C(C(C1)=O)C=CC=C2)(=O)=O (2-[3-[4-(4-fluorophenyl)piperazin-1-yl]propyl]-3,4-dihydro-2H-1-benzothiopyran-4-one 1,1-dioxide), Cl.NO (hydroxylamine hydrochloride), C(C)(=O)[O-].[Na+] (sodium acetate). The solvent is CO (methanol). Yields the product FC1=CC=C(C=C1)N1CCN(CC1)CCCC1S(C2=C(C(C1)=NO)C=CC=C2)(=O)=O (2-[3-[4-(4-fluorophenyl)piperazin-1-yl]propyl]-4-hydroxyimino-3,4-dihydro-2H-1-benzothiopyran 1,1-dioxide). The yield is 88.3%. Reaction SMILES: [F:1][C:2]1[CH:7]=[CH:6][C:5]([N:8]2[CH2:13][CH2:12][N:11]([CH2:14][CH2:15][CH2:16][CH:17]3[CH2:22][C:21](=O)[C:20]4[CH:24]=[CH:25][CH:26]=[CH:27][C:19]=4[S:18]3(=[O:29])=[O:28])[CH2:10][CH2:9]2)=[CH:4][CH:3]=1.Cl.[NH2:31][OH:32].C([O-])(=O)C.[Na+]>CO>[F:1][C:2]1[CH:7]=[CH:6][C:5]([N:8]2[CH2:13][CH2:12][N:11]([CH2:14][CH2:15][CH2:16][CH:17]3[CH2:22][C:21](=[N:31][OH:32])[C:20]4[CH:24]=[CH:25][CH:26]=[CH:27][C:19]=4[S:18]3(=[O:29])=[O:28])[CH2:10][CH2:9]2)=[CH:4][CH:3]=1 |f:1.2,3.4|. Procedure details: A solution of 417 mg (1 mmol) of the Compound 19, 139 mg (2 mmol) of hydroxylamine hydrochloride, and 164 mg (2 mmol) of sodium acetate in 15 ml of methanol was refluxed for 17 hours. After the post treatment in the same manner as in Example 8, the residue was recrystallized from acetonitrile to obtain 381 mg (yield: 88%) of the title compound.